From a dataset of the Open Reaction Database (ORD), a public repository of structured organic reaction records. describe an organic reaction: reactants, conditions, products, and yield The reactants are CCO, CCOC(C)=O, [Ca+2], O=C(c1ccc(Cl)cc1)c1cc([N+](=O)[O-])ccc1Cl, O=C([O-])[O-], OC1CCNCC1. Product: O=C(c1ccc(Cl)cc1)c1cc([N+](=O)[O-])ccc1N1CCC(O)CC1. As a reaction SMILES: [CH3:32][CH2:33][OH:34].[CH3:35][CH2:36][O:37][C:38](=[O:39])[CH3:40].[Ca+2:20].[Cl:1][c:2]1[c:3]([C:4](=[O:5])[c:6]2[cH:7][cH:8][c:9]([Cl:12])[cH:10][cH:11]2)[cH:13][c:14]([N+:17](=[O:18])[O-:19])[cH:15][cH:16]1.[O-:21][C:22](=[O:23])[O-:24].[OH:25][CH:26]1[CH2:27][CH2:28][NH:29][CH2:30][CH2:31]1>>[c:2]1([N:29]2[CH2:28][CH2:27][CH:26]([OH:25])[CH2:31][CH2:30]2)[c:3]([C:4](=[O:5])[c:6]2[cH:7][cH:8][c:9]([Cl:12])[cH:10][cH:11]2)[cH:13][c:14]([N+:17](=[O:18])[O-:19])[cH:15][cH:16]1. Reactants: BrCCCCCCC=C (8-bromo-1-octene), OC1=CC=C(C=C1)C1=CC=C(C=C1)C(=O)OCC(CC)C (2-methylbutyl 4'-hydroxybiphenyl-4-carboxylate), C([O-])([O-])=O.[K+].[K+] (potassium carbonate). Solvent: CC(=O)C (acetone), ClCCl (dichloromethane). The product is C(CCCCCC=C)OC1=CC=C(C=C1)C1=CC=C(C=C1)C(=O)OCC(CC)C (2-methylbutyl 4'-(7-octenyloxy)biphenyl-4-carboxylate). Isolated yield 76.9%. As a reaction SMILES: Br[CH2:2][CH2:3][CH2:4][CH2:5][CH2:6][CH2:7][CH:8]=[CH2:9].[OH:10][C:11]1[CH:16]=[CH:15][C:14]([C:17]2[CH:22]=[CH:21][C:20]([C:23]([O:25][CH2:26][CH:27]([CH3:30])[CH2:28][CH3:29])=[O:24])=[CH:19][CH:18]=2)=[CH:13][CH:12]=1.C(=O)([O-])[O-].[K+].[K+]>CC(C)=O.ClCCl>[CH2:2]([O:10][C:11]1[CH:12]=[CH:13][C:14]([C:17]2[CH:22]=[CH:21][C:20]([C:23]([O:25][CH2:26][CH:27]([CH3:30])[CH2:28][CH3:29])=[O:24])=[CH:19][CH:18]=2)=[CH:15][CH:16]=1)[CH2:3][CH2:4][CH2:5][CH2:6][CH2:7][CH:8]=[CH2:9] |f:2.3.4|. Procedure: 5.1 g of 8-bromo-1-octene, 8.2 g of 2-methylbutyl 4'-hydroxybiphenyl-4-carboxylate, and 4.0 g of potassium carbonate were refluxed in acetone for 20 hours. After the conclusion of the reaction, the reaction product was diluted with dichloromethane, and the inorganic matters were removed by filtration. The solvent was distilled out under reduced pressure, and the residue was purified by column chromatography to obtain 8.1 g of the objective 2-methylbutyl 4'-(7-octenyloxy)biphenyl-4-carboxylate. (... Starting materials: OCCNN (2-hydroxyethylhydrazine), C1(CCCCC1)N=C=O (cyclohexyl isocyanate). Run in O1CCCC1 (tetrahydrofuran), O1CCCC1 (tetrahydrofuran). Conditions: time 8 hour. Product: C1(CCCCC1)NC(=O)N(N)CCO (N-Cyclohexyl-1-(2-Hydroxyethyl)Hydrazinecarboxamide). As a reaction SMILES: [OH:1][CH2:2][CH2:3][NH:4][NH2:5].[CH:6]1([N:12]=[C:13]=[O:14])[CH2:11][CH2:10][CH2:9][CH2:8][CH2:7]1>O1CCCC1>[CH:6]1([NH:12][C:13]([N:4]([CH2:3][CH2:2][OH:1])[NH2:5])=[O:14])[CH2:11][CH2:10][CH2:9][CH2:8][CH2:7]1. Reported procedure: To a solution of 2-hydroxyethylhydrazine (7.15 g, 0.09 moles) in 125 mL tetrahydrofuran was added dropwise with stirring 11.76 g (0.09 moles) cyclohexyl isocyanate in 70 mL tetrahydrofuran. The solution was stirred overnight at room temperature, and the solvent was evaporated to yield quantitatively a pale viscous oil which slowly crystallizes. Reactants: O=C([O-])[O-], CC#N, Oc1c(Cl)cc(OCC=C(Cl)Cl)cc1Cl, C=C(CCl)CCl, [K+], [K+]. Yields the product C=C(CCl)COc1c(Cl)cc(OCC=C(Cl)Cl)cc1Cl. Reaction SMILES: [C:16](=[O:17])([O-:18])[O-:19].[CH3:28][C:29]#[N:30].[Cl:1][c:2]1[c:3]([OH:15])[c:4]([Cl:14])[cH:5][c:6]([O:8][CH2:9][CH:10]=[C:11]([Cl:12])[Cl:13])[cH:7]1.[Cl:22][CH2:23][C:24](=[CH2:25])[CH2:26][Cl:27].[K+:20].[K+:21]>>[Cl:1][c:2]1[c:3]([O:15][CH2:26][C:24]([CH2:23][Cl:22])=[CH2:25])[c:4]([Cl:14])[cH:5][c:6]([O:8][CH2:9][CH:10]=[C:11]([Cl:12])[Cl:13])[cH:7]1. Reactants: OC(C1=CC(=CC=C1)\C=C\C1=NC2=CC=CC=C2C=C1)C=1C=C(C#N)C=CC1 (3-[α-hydroxy-3-{2(E)-(quinolin-2-yl)ethenyl}benzyl]benzonitrile), Cl (hydrochloric acid). Solvent: ClCCl (dichloromethane), O (water), C([O-])(O)=O.[Na+] (sodium bicarbonate). The product is ClC(C1=CC(=CC=C1)\C=C\C1=NC2=CC=CC=C2C=C1)C=1C=C(C#N)C=CC1 (3-[α-Chloro-3-{2(E)-(quinolin-2-yl)ethenyl}benzyl]benzonitrile). Reaction SMILES: O[CH:2]([C:21]1[CH:22]=[C:23]([CH:26]=[CH:27][CH:28]=1)[C:24]#[N:25])[C:3]1[CH:8]=[CH:7][CH:6]=[C:5](/[CH:9]=[CH:10]/[C:11]2[CH:20]=[CH:19][C:18]3[C:13](=[CH:14][CH:15]=[CH:16][CH:17]=3)[N:12]=2)[CH:4]=1.[ClH:29]>ClCCl.O.C(=O)(O)[O-].[Na+]>[Cl:29][CH:2]([C:21]1[CH:22]=[C:23]([CH:26]=[CH:27][CH:28]=1)[C:24]#[N:25])[C:3]1[CH:8]=[CH:7][CH:6]=[C:5](/[CH:9]=[CH:10]/[C:11]2[CH:20]=[CH:19][C:18]3[C:13](=[CH:14][CH:15]=[CH:16][CH:17]=3)[N:12]=2)[CH:4]=1 |f:4.5|. Procedure: A suspension of the 3-[α-hydroxy-3-{2(E)-(quinolin-2-yl)ethenyl}benzyl]benzonitrile (1.4 g, 3.87 mmol) in dichloromethane (75 ml) was stirred with concentrated hydrochloric acid (75 ml) for 3 hours, diluted with water and neutralised with saturated sodium bicarbonate solution. The aqueous layer was extracted with further dichloromethane and the combined solvent was dried and evaporated to a pale solid. Reactants: [F-].[Na+] (sodium fluoride), FC1=C(C(=O)C(C(=O)OCC)=CNC2CC2)C=C(C(=C1F)F)F (ethyl 2-(2,3,4,5-tetrafluorobenzoyl)-3-cyclopropylaminoacrylate). Run in CN(C=O)C (dimethylformamide). Product: C1(CC1)N1C=C(C(C2=CC(=C(C(=C12)F)F)F)=O)C(=O)OCC (ethyl 1-cyclopropyl-6,7,8-trifluoro-1,4-dihydro-4-oxo-3-quinolinecarboxylate). Yield: 90.0%. As a reaction SMILES: [F-].[Na+].F[C:4]1[C:22]([F:23])=[C:21]([F:24])[C:20]([F:25])=[CH:19][C:5]=1[C:6]([C:8](=[CH:14][NH:15][CH:16]1[CH2:18][CH2:17]1)[C:9]([O:11][CH2:12][CH3:13])=[O:10])=[O:7]>CN(C)C=O>[CH:16]1([N:15]2[C:19]3[C:5](=[CH:4][C:22]([F:23])=[C:21]([F:24])[C:20]=3[F:25])[C:6](=[O:7])[C:8]([C:9]([O:11][CH2:12][CH3:13])=[O:10])=[CH:14]2)[CH2:18][CH2:17]1 |f:0.1|. Reported procedure: 21.2 g of sodium fluoride are added to a solution of 107.8 g of ethyl 2-(2,3,4,5-tetrafluorobenzoyl)-3-cyclopropylaminoacrylate in 400 ml of anhydrous dimethylformamide. The reaction mixture is then stirred under reflux for 2 hours and, while hot, poured onto ice. The precipitate is filtered off with suction, thoroughly washed with water and dried over calcium chloride at 100° C. in vacuo. 91.2 g of ethyl 1-cyclopropyl-6,7,8-trifluoro-1,4-dihydro-4-oxo-3-quinolinecarboxylate of melting point 167... The reactants are oil, CC(CO)CCC (2-methyl-1-pentanol), CS(=O)(=O)Cl (methanesulfonyl chloride). Product: CS(=O)(=O)OCC(CCC)C (2-Methyl-1-pentyl methanesulfonate). Reaction SMILES: [CH3:1][CH:2]([CH2:5][CH2:6][CH3:7])[CH2:3][OH:4].[CH3:8][S:9](Cl)(=[O:11])=[O:10]>>[CH3:8][S:9]([O:4][CH2:3][CH:2]([CH3:1])[CH2:5][CH2:6][CH3:7])(=[O:11])=[O:10]. Procedure: The title compound was prepared by following the general procedure of Example 43 for mesylation as a colorless oil (856 mg, 89%) from 2-methyl-1-pentanol (497 mg, 4.90 mmol) and methanesulfonyl chloride (821 mg, 7.30 mmol). 1H NMR (CDCl3, 300 MHz) δ0.89-0.93 (m, 3H), 0.98 (d, 3H, J=6.6 Hz), 1.15-1.43 (m, 4H), 1.88-1.90 (m, 1H), 3.00 (s, 3H), 3.98-4.11 (m, 2H) ppm. Starting materials: CC1(C)OCC(C)(C)C(C(=O)NCCC(=O)O)O1, Nc1ccccc1N. The product is CC1(C)OCC(C)(C)C(C(=O)NCCC(=O)Nc2ccccc2N)O1. Reaction SMILES: [CH3:1][C:2]1([CH3:18])[O:3][CH2:4][C:5]([CH3:16])([CH3:17])[CH:6]([C:8](=[O:9])[NH:10][CH2:11][CH2:12][C:13](=[O:14])[OH:15])[O:7]1.[c:19]1([NH2:26])[c:20]([NH2:25])[cH:21][cH:22][cH:23][cH:24]1>>[CH3:1][C:2]1([CH3:18])[O:3][CH2:4][C:5]([CH3:16])([CH3:17])[CH:6]([C:8](=[O:9])[NH:10][CH2:11][CH2:12][C:13](=[O:15])[NH:26][c:19]2[c:20]([NH2:25])[cH:21][cH:22][cH:23][cH:24]2)[O:7]1. RXN SMILES: [CH2:1]([O:8][CH2:9][C@@H:10]1[CH2:14][CH2:13][S:12](=[O:16])(=[O:15])[NH:11]1)[C:2]1[CH:7]=[CH:6][CH:5]=[CH:4][CH:3]=1.BrC1C=CC([C:24]([N:26]2[CH2:31][CH2:30][N:29]([C:32]3[C:37]([CH:38]4[CH2:40][CH2:39]4)=[CH:36][C:35]([CH:41]4[CH2:43][CH2:42]4)=[CH:34][N:33]=3)[CH2:28][CH2:27]2)=[O:25])=NC=1>>[CH2:1]([O:8][CH2:9][CH:10]1[CH2:14][CH2:13][S:12](=[O:16])(=[O:15])[N:11]1[C:37]1[C:32]([C@@H:28]2[CH2:27][N:26]([CH:24]=[O:25])[CH2:31][CH2:30][N:29]2[C:32]2[C:37]([CH:38]3[CH2:40][CH2:39]3)=[CH:36][C:35]([CH:41]3[CH2:42][CH2:43]3)=[CH:34][N:33]=2)=[N:33][CH:34]=[CH:35][CH:36]=1)[C:2]1[CH:3]=[CH:4][CH:5]=[CH:6][CH:7]=1. The reactants are C(C1=CC=CC=C1)OC[C@H]1NS(CC1)(=O)=O ((S)-3-benzyloxymethylisothiazolidine 1,1-dioxide), BrC=1C=CC(=NC1)C(=O)N1CCN(CC1)C1=NC=C(C=C1C1CC1)C1CC1 ((5-bromopyridin-2-yl)[4-(3,5-dicyclopropylpyridin-2-yl)piperazin-1-yl]methanone). Isolated yield 132.8%. Product: C(C1=CC=CC=C1)OCC1N(S(CC1)(=O)=O)C=1C(=NC=CC1)[C@H]1N(CCN(C1)C=O)C1=NC=C(C=C1C1CC1)C1CC1 ((S)-5-[(3-benzyloxymethyl-1,1-dioxo-1λ6-isothiazolidin-2-yl)pyridin-2-yl][4-(3,5-dicyclopropylpyridin-2-yl)piperazin-1-yl]methanone). Procedure: Using (S)-3-benzyloxymethylisothiazolidine 1,1-dioxide (287 mg) described in Preparation Example 1 and (5-bromopyridin-2-yl)[4-(3,5-dicyclopropylpyridin-2-yl)piperazin-1-yl]methanone (460 mg) described in Preparation Example 142 and by the reaction and treatment in the same manner as in Example 1, (S)-5-[(3-benzyloxymethyl-1,1-dioxo-1λ6-isothiazolidin-2-yl)pyridin-2-yl][4-(3,5-dicyclopropylpyridin-2-yl)piperazin-1-yl]methanone (420 mg) was obtained. To a mixture of the obtained (S)-5-[(3-benzylo... The reactants are BrCCC=C (4-bromo-1-butene), C1(C=CC=C1)[Mg]Cl (cyclopentadienyl magnesium chloride). Reaction conditions: time 15 minute. Product: C=CC(C)C1=CC=CC1 (buten-3-ylcyclopentadiene). Reaction SMILES: Br[CH2:2][CH2:3][CH:4]=[CH2:5].[CH:6]1([Mg]Cl)[CH:10]=[CH:9][CH:8]=[CH:7]1>>[CH2:2]=[CH:3][CH:4]([C:7]1[CH2:6][CH:10]=[CH:9][CH:8]=1)[CH3:5]. Procedure: To 4-bromo-1-butene (100 g of 97 wt %, 0.719 mol) was added cyclopentadienyl magnesium chloride (800 mL of 1 M solution in THF, 0.8 mol) at 0° C. in 50 minutes. After stifling for an additional 15 minutes at 0° C., the mixture was warmed to room temperature. After stirring overnight, the reaction was quenched with a mixture of ice and water. The mixture was extracted with pentane. The organic layer was washed with water and dried over anhydrous sodium sulfate. Removal of the solvent under vacuum...